From a dataset of the Open Reaction Database (ORD), a public repository of structured organic reaction records. describe an organic reaction: reactants, conditions, products, and yield Reactants: NC1=NN(C2=CC=C(C=C12)C=1N=NN(C1)CC1=CC=CC=C1)C(=O)OC(C)(C)C (tert-Butyl 3-amino-5-(1-benzyl-1H-1,2,3-triazol-4-yl)-1H-indazole-1-carboxylate), N(=C=O)CCC (1-isocyanatopropane), [N-]=C=O (isocyanate), O (water). Solvent: N1=CC=CC=C1 (pyridine). Reaction conditions: time 3 hour. Yields the product C(C1=CC=CC=C1)N1N=NC(=C1)C=1C=C2C(=NNC2=CC1)NC(=O)NCCC (N-[5-(1-benzyl-1H-1,2,3-triazol-4-yl)-1H-indazol-3-yl]-N′-propylurea), acetate salt. Reaction SMILES: [NH2:1][C:2]1[C:10]2[C:5](=[CH:6][CH:7]=[C:8]([C:11]3[N:12]=[N:13][N:14]([CH2:16][C:17]4[CH:22]=[CH:21][CH:20]=[CH:19][CH:18]=4)[CH:15]=3)[CH:9]=2)[N:4](C(OC(C)(C)C)=O)[N:3]=1.[N:30]([CH2:33][CH2:34][CH3:35])=[C:31]=[O:32].[N-]=C=O.O>N1C=CC=CC=1>[CH2:16]([N:14]1[CH:15]=[C:11]([C:8]2[CH:9]=[C:10]3[C:5](=[CH:6][CH:7]=2)[NH:4][N:3]=[C:2]3[NH:1][C:31]([NH:30][CH2:33][CH2:34][CH3:35])=[O:32])[N:12]=[N:13]1)[C:17]1[CH:18]=[CH:19][CH:20]=[CH:21][CH:22]=1. Procedure: To a solution of Example 64A (75 mg, 0.19 mmol) in pyridine (2 mL) was added 1-isocyanatopropane (16 mg, 0.19 mmol) and the reaction mixture was stirred at ambient temperature for about 3 hours. Additional isocyanate (0.1 mL) was added and the mixture was heated at about 80° C. for about 16 hours. The reaction mixture was cooled to ambient temperature and water (5 mL) was added. The resulting precipitate was collected by filtration then treated with hydrochloric acid (4 N solution in dioxane, 3 ...